This data is from the Open Reaction Database (ORD), a public repository of structured organic reaction records. The task is: describe an organic reaction: reactants, conditions, products, and yield Reactants: CCOC(=O)c1cc(F)c(N2CCC(NC(=O)OC(C)(C)C)C2)cc1F, CC(C)N, CS(C)=O. The product is CCOC(=O)c1cc(F)c(N2CCC(NC(=O)OC(C)(C)C)C2)cc1NC(C)C. As a reaction SMILES: [CH2:1]([CH3:2])[O:3][C:4]([c:5]1[c:6]([F:25])[cH:7][c:8]([N:12]2[CH2:13][CH:14]([NH:17][C:18](=[O:19])[O:20][C:21]([CH3:22])([CH3:23])[CH3:24])[CH2:15][CH2:16]2)[c:9]([F:11])[cH:10]1)=[O:26].[CH3:27][CH:28]([CH3:29])[NH2:30].[CH3:31][S:32](=[O:33])[CH3:34]>>[CH2:1]([CH3:2])[O:3][C:4]([c:5]1[c:6]([NH:30][CH:28]([CH3:27])[CH3:29])[cH:7][c:8]([N:12]2[CH2:13][CH:14]([NH:17][C:18](=[O:19])[O:20][C:21]([CH3:22])([CH3:23])[CH3:24])[CH2:15][CH2:16]2)[c:9]([F:11])[cH:10]1)=[O:26]. Starting materials: CC(C)COc1ccc2c(c1)CCC1C2CCC2(C)C(=O)CCC12, CCCOc1ccc2c(c1)CCC1C2CCC2(C)C(=O)CCC12. Product: CC(C)COc1ccc2c(c1)CCC1C2=CCC2(C)C(=O)CCC12. Reaction SMILES: [CH2:1]([CH:2]([CH3:3])[CH3:4])[O:5][c:6]1[cH:7][c:8]2[c:22]([cH:23][cH:24]1)[CH:12]1[CH:11]([CH2:10][CH2:9]2)[CH:19]2[C:15]([CH3:21])([CH2:14][CH2:13]1)[C:16](=[O:20])[CH2:17][CH2:18]2.[CH2:25]([O:26][c:27]1[cH:28][cH:29][c:30]2[c:40]([cH:41]1)[CH2:39][CH2:38][CH:37]1[CH:31]2[CH2:32][CH2:33][C:34]2([CH3:35])[CH:36]1[CH2:42][CH2:43][C:44]2=[O:45])[CH2:46][CH3:47]>>[CH2:1]([CH:2]([CH3:3])[CH3:4])[O:5][c:6]1[cH:7][c:8]2[c:22]([cH:23][cH:24]1)[C:12]1=[CH:13][CH2:14][C:15]3([CH3:21])[C:16](=[O:20])[CH2:17][CH2:18][CH:19]3[CH:11]1[CH2:10][CH2:9]2. Starting materials: N[C@@H](CC1=CC=C(C=C1)O)C(=O)O (L-tyrosine), N(=O)O[O-] (Peroxynitrite), N[C@@H](CC1=CC=C(C=C1)O)C(=O)O (L-tyrosine). The solvent is P(=O)([O-])([O-])[O-] (phosphate). The product is [N+](=O)([O-])N[C@@H](CC1=CC=C(C=C1)O)C(=O)O (nitrotyrosine). Reaction SMILES: [NH2:1][C@H:2]([C:11]([OH:13])=[O:12])[CH2:3][C:4]1[CH:9]=[CH:8][C:7]([OH:10])=[CH:6][CH:5]=1.[N:14]([O:16][O-])=[O:15]>P([O-])([O-])([O-])=O>[N+:14]([NH:1][C@H:2]([C:11]([OH:13])=[O:12])[CH2:3][C:4]1[CH:5]=[CH:6][C:7]([OH:10])=[CH:8][CH:9]=1)([O-:16])=[O:15]. Reported procedure: Nitration of L-tyrosine: Peroxynitrite (0.44 μmol) was reacted with 0.16 μmol of L-tyrosine in 2 mL phosphate buffer solution, pH 7.4 at T=24° C. for 5 min. The concentration of such formed nitrotyrosine was estimated by recording the 438 nm absorbance (ε=4200 M−1cm−1) of basified solutions (via the addition of 0.2 ml of 7.8 M NaOH). The same experiments were repeated in the presence of either 0.1 μmol 1-Fe or 1-Mn. Starting materials: Brc1ccc2c(c1)CCC1(CCC1)O2, [Li]CCCC, C1CCOC1, COc1ccc(C2(O)OC(COCc3ccccc3)C(OCc3ccccc3)C(OCc3ccccc3)C2OCc2ccccc2)cc1C=O, Cc1ccccc1, [Li]. Yields the product COc1ccc(C2(O)OC(COCc3ccccc3)C(OCc3ccccc3)C(OCc3ccccc3)C2OCc2ccccc2)cc1C(=O)c1ccc2c(c1)CCC1(CCC1)O2. As a reaction SMILES: [Br:1][c:2]1[cH:3][c:4]2[c:9]([cH:10][cH:11]1)[O:8][C:7]1([CH2:6][CH2:5]2)[CH2:12][CH2:13][CH2:14]1.[CH2:15]([Li:16])[CH2:17][CH2:18][CH3:19].[CH2:71]1[O:72][CH2:73][CH2:74][CH2:75]1.[CH3:20][O:21][c:22]1[c:23]([CH:24]=[O:25])[cH:26][c:27]([C:30]2([OH:69])[O:31][CH:32]([CH2:60][O:61][CH2:62][c:63]3[cH:64][cH:65][cH:66][cH:67][cH:68]3)[CH:33]([O:52][CH2:53][c:54]3[cH:55][cH:56][cH:57][cH:58][cH:59]3)[CH:34]([O:44][CH2:45][c:46]3[cH:47][cH:48][cH:49][cH:50][cH:51]3)[CH:35]2[O:36][CH2:37][c:38]2[cH:39][cH:40][cH:41][cH:42][cH:43]2)[cH:28][cH:29]1.[CH3:76][c:77]1[cH:78][cH:79][cH:80][cH:81][cH:82]1.[Li:70]>>[c:2]1([C:24]([c:23]2[c:22]([O:21][CH3:20])[cH:29][cH:28][c:27]([C:30]3([OH:69])[O:31][CH:32]([CH2:60][O:61][CH2:62][c:63]4[cH:64][cH:65][cH:66][cH:67][cH:68]4)[CH:33]([O:52][CH2:53][c:54]4[cH:55][cH:56][cH:57][cH:58][cH:59]4)[CH:34]([O:44][CH2:45][c:46]4[cH:47][cH:48][cH:49][cH:50][cH:51]4)[CH:35]3[O:36][CH2:37][c:38]3[cH:39][cH:40][cH:41][cH:42][cH:43]3)[cH:26]2)=[O:25])[cH:3][c:4]2[c:9]([cH:10][cH:11]1)[O:8][C:7]1([CH2:6][CH2:5]2)[CH2:12][CH2:13][CH2:14]1. Starting materials: c1n(nnc1C)C, c1(cc(c2c(c1Cl)C(N(CC2)Cc1c(cc(nc1OCc1ccccc1)C)OC)=O)C)I. Reagents/catalysts: c1ccc(cc1)-c2c3ccccc3cc4ccccc24 (9-Phenylanthracene), P(c1ccco1)(c1ccco1)c1ccco1 (P(Fur)3), C(O[Pd]OC(C)=O)(C)=O (Pd(OAc)2). The solvent is CCC(C)(C)O (t-AmOH). Reaction conditions: temperature 80 celsius, time 18 hour. The product is Cc1cc(C)c(CN2CCc3c(Br)cc(c(Cl)c3C2=O)c4c(C)nnn4C)c(OCc5ccccc5)n1. As a reaction SMILES: [CH3:1]O[c:2]1[c:16]([CH2:17][N:18]2[C:28](=[O:29])[c:27]([c:21]3[CH2:20][CH2:19]2)[c:25]([Cl:26])[c:24](I)[cH:23][c:22]3C)[c:7]([O:8][CH2:9][c:10]4[cH:15][cH:14][cH:13][cH:12][cH:11]4)[n:6][c:4]([CH3:5])[cH:3]1.[CH3:30][c:31]1[n:36][n:35][n:33]([CH3:34])[cH:32]1>>[CH3:5][c:4]1[n:6][c:7]([O:8][CH2:9][c:10]2[cH:15][cH:14][cH:13][cH:12][cH:11]2)[c:16]([CH2:17][N:18]3[C:28](=[O:29])[c:27]([c:21]4[CH2:20][CH2:19]3)[c:25]([Cl:26])[c:24]([c:32]5[n:33]([CH3:34])[n:35][n:36][c:31]5[CH3:30])[cH:23][c:22]4Br)[c:2]([CH3:1])[cH:3]1. Reported procedure: A mixture of 2-amino-N-benzylbenzamide (400 mg), ethyl bromoacetate (295 mg) and potassium carbonate (244 mg) in N,N-dimethylformamide (10 ml) was stirred at 100° C. for 17 hours. After cooling, the reaction mixture was poured into ice-cold water and extracted with diethyl ether. The extract was washed with water and dried. Removal of the solvent gave a residue, which was chromatographed on silica gel. Elution with chloroform gave ethyl 2-[2-(N-benzylcarbamoyl)anilino]-acetate (137 mg). The reactants are NC1=C(C(=O)NCC2=CC=CC=C2)C=CC=C1 (2-amino-N-benzylbenzamide), BrCC(=O)OCC (ethyl bromoacetate), C([O-])([O-])=O.[K+].[K+] (potassium carbonate). Run in CN(C=O)C (N,N-dimethylformamide). Run at temperature 100 celsius, time 17 hour. Product: C(C1=CC=CC=C1)NC(=O)C1=C(NCC(=O)OCC)C=CC=C1 (ethyl 2-[2-(N-benzylcarbamoyl)anilino]-acetate). Yield: 24.8%. RXN SMILES: [NH2:1][C:2]1[CH:17]=[CH:16][CH:15]=[CH:14][C:3]=1[C:4]([NH:6][CH2:7][C:8]1[CH:13]=[CH:12][CH:11]=[CH:10][CH:9]=1)=[O:5].Br[CH2:19][C:20]([O:22][CH2:23][CH3:24])=[O:21].C(=O)([O-])[O-].[K+].[K+]>CN(C)C=O>[CH2:7]([NH:6][C:4]([C:3]1[CH:14]=[CH:15][CH:16]=[CH:17][C:2]=1[NH:1][CH2:19][C:20]([O:22][CH2:23][CH3:24])=[O:21])=[O:5])[C:8]1[CH:13]=[CH:12][CH:11]=[CH:10][CH:9]=1 |f:2.3.4|. Reactants: O=C(Cl)c1ccccc1, CCCCCCOC1CCC(=O)N1, CCCCCC, [Li]CCCC, C1CCOC1. The product is CCCCCCOC1CCC(=O)N1C(=O)c1ccccc1. As a reaction SMILES: [C:19]([c:20]1[cH:21][cH:22][cH:23][cH:24][cH:25]1)(=[O:26])[Cl:27].[CH2:6]([CH2:7][CH2:8][CH2:9][CH2:10][CH3:11])[O:12][CH:13]1[CH2:14][CH2:15][C:16](=[O:18])[NH:17]1.[CH3:28][CH2:29][CH2:30][CH2:31][CH2:32][CH3:33].[Li:1][CH2:2][CH2:3][CH2:4][CH3:5].[O:34]1[CH2:35][CH2:36][CH2:37][CH2:38]1>>[CH2:6]([CH2:7][CH2:8][CH2:9][CH2:10][CH3:11])[O:12][CH:13]1[CH2:14][CH2:15][C:16](=[O:18])[N:17]1[C:19]([c:20]1[cH:21][cH:22][cH:23][cH:24][cH:25]1)=[O:26].